Dataset: the Open Reaction Database (ORD), a public repository of structured organic reaction records. Task: describe an organic reaction: reactants, conditions, products, and yield The product is FC(F)(F)c1ccc(OCC2CO2)c(OCc2ccccc2)c1. Reaction SMILES: [CH2:1]([c:2]1[cH:3][cH:4][cH:5][cH:6][cH:7]1)[O:8][c:9]1[c:10]([OH:19])[cH:11][cH:12][c:13]([C:15]([F:16])([F:17])[F:18])[cH:14]1.[CH2:20]([CH:21]1[CH2:22][O:23]1)[O:24][S:25]([c:26]1[cH:27][cH:28][c:29]([CH3:30])[cH:31][cH:32]1)(=[O:33])=[O:34]>>[CH2:1]([c:2]1[cH:3][cH:4][cH:5][cH:6][cH:7]1)[O:8][c:9]1[c:10]([O:19][CH2:20][CH:21]2[CH2:22][O:23]2)[cH:11][cH:12][c:13]([C:15]([F:16])([F:17])[F:18])[cH:14]1. Reactants: Oc1ccc(C(F)(F)F)cc1OCc1ccccc1, Cc1ccc(S(=O)(=O)OCC2CO2)cc1. Starting materials: BrCC=1N(C(C2=CC=CC=C2C1C1=CC=C(C=C1)F)=O)C(C)C (3-bromomethyl-4-(4-fluorophenyl)-2-isopropyl-1-oxo-1,2-dihydroisoquinoline), C1(=CC=CC=C1)P(C1=CC=CC=C1)C1=CC=CC=C1 (triphenylphosphine). Run in C1(=CC=CC=C1)C (toluene). The product is [Br-].FC1=CC=C(C=C1)C1=C(N(C(C2=CC=CC=C12)=O)C(C)C)C[P+](C1=CC=CC=C1)(C1=CC=CC=C1)C1=CC=CC=C1 ([4-(4-fluorophenyl)-2-isopropyl-1-oxo-1,2-dihydroisoquinolin-3-yl]methyltriphenylphosphonium bromide). RXN SMILES: [Br:1][CH2:2][C:3]1[N:4]([CH:21]([CH3:23])[CH3:22])[C:5](=[O:20])[C:6]2[C:11]([C:12]=1[C:13]1[CH:18]=[CH:17][C:16]([F:19])=[CH:15][CH:14]=1)=[CH:10][CH:9]=[CH:8][CH:7]=2.[C:24]1([P:30]([C:37]2[CH:42]=[CH:41][CH:40]=[CH:39][CH:38]=2)[C:31]2[CH:36]=[CH:35][CH:34]=[CH:33][CH:32]=2)[CH:29]=[CH:28][CH:27]=[CH:26][CH:25]=1>C1(C)C=CC=CC=1>[Br-:1].[F:19][C:16]1[CH:17]=[CH:18][C:13]([C:12]2[C:11]3[C:6](=[CH:7][CH:8]=[CH:9][CH:10]=3)[C:5](=[O:20])[N:4]([CH:21]([CH3:23])[CH3:22])[C:3]=2[CH2:2][P+:30]([C:31]2[CH:32]=[CH:33][CH:34]=[CH:35][CH:36]=2)([C:37]2[CH:42]=[CH:41][CH:40]=[CH:39][CH:38]=2)[C:24]2[CH:25]=[CH:26][CH:27]=[CH:28][CH:29]=2)=[CH:14][CH:15]=1 |f:3.4|. Procedure: A solution of 3-bromomethyl-4-(4-fluorophenyl)-2-isopropyl-1-oxo-1,2-dihydroisoquinoline (5.8 g) in toluene (120 ml) was treated with triphenylphosphine (4.1 g), and the resulting mixture was stirred and heated at reflux for 1 hour, during which time a white crystalline solid precipitated from the solution. The solid was filtered off, and washed with petroleum ether (b.p. 60°-80° C.), to give [4-(4-fluorophenyl)-2-isopropyl-1-oxo-1,2-dihydroisoquinolin-3-yl]methyltriphenylphosphonium bromide, in...